The task is: describe an organic reaction: reactants, conditions, products, and yield. This data is from the Open Reaction Database (ORD), a public repository of structured organic reaction records. Reactants: Cc1ccnc(C#N)c1, CC(C)C[Al+]CC(C)C, Cc1ccccc1, ClCCl, Cl, [H-], O. RXN SMILES: [C:18](#[N:19])[c:20]1[n:21][cH:22][cH:23][c:24]([CH3:26])[cH:25]1.[CH2:2]([Al+:3][CH2:4][CH:5]([CH3:6])[CH3:7])[CH:8]([CH3:9])[CH3:10].[CH3:11][c:12]1[cH:13][cH:14][cH:15][cH:16][cH:17]1.[Cl:29][CH2:30][Cl:31].[ClH:27].[H-:1].[OH2:28]>>[CH:18]([c:20]1[n:21][cH:22][cH:23][c:24]([CH3:26])[cH:25]1)=[O:28]. Yields the product Cc1ccnc(C=O)c1. Starting materials: O (water), BrBr (Bromine), C(C1=CC=CC=C1)C1=C(C2=C(S1)C=CC=C2)C2=CC=C(C=C2)C2=CC=C(C=C2)O (4′-(2-benzyl-benzo[b]thiophen-3-yl)-biphenyl-4-ol), C(C)(=O)[O-].[K+] (potassium acetate). Run in C(C)(=O)O (acetic acid), C(C)(=O)O (acetic acid). Product: C(C1=CC=CC=C1)C1=C(C2=C(S1)C=CC=C2)C2=CC=C(C=C2)C2=CC(=C(C=C2)O)Br (4′-(2-benzyl-benzo[b]thiophen-3-yl)-3-bromo-biphenyl-4-ol). Isolated yield 26.6%. As a reaction SMILES: [Br:1]Br.[CH2:3]([C:10]1[S:14][C:13]2[CH:15]=[CH:16][CH:17]=[CH:18][C:12]=2[C:11]=1[C:19]1[CH:24]=[CH:23][C:22]([C:25]2[CH:30]=[CH:29][C:28]([OH:31])=[CH:27][CH:26]=2)=[CH:21][CH:20]=1)[C:4]1[CH:9]=[CH:8][CH:7]=[CH:6][CH:5]=1.C([O-])(=O)C.[K+].O>C(O)(=O)C>[CH2:3]([C:10]1[S:14][C:13]2[CH:15]=[CH:16][CH:17]=[CH:18][C:12]=2[C:11]=1[C:19]1[CH:24]=[CH:23][C:22]([C:25]2[CH:26]=[CH:27][C:28]([OH:31])=[C:29]([Br:1])[CH:30]=2)=[CH:21][CH:20]=1)[C:4]1[CH:5]=[CH:6][CH:7]=[CH:8][CH:9]=1 |f:2.3|. Procedure details: Bromine (1.47 mL, 28.69 mmol) in acetic acid (50 mL) was added dropwise over a 30 minutes period into a cold (5° C.) mixture of 4′-(2-benzyl-benzo[b]thiophen-3-yl)-biphenyl-4-ol (7.5 g, 19.13 mmol), potassium acetate (18.6 g, 190.13 mmol), and acetic acid (200 mL). After the addition the mixture was poured into water, and extracted with ethyl ether. The organic extracts were washed with aqueous sodium bisulfite and dried over MgSO4. Evaporation and purification by flash chromatography on silica ... Reactants: CO, CC(CC(=O)O)C(=O)c1ccccc1O. Yields the product COC(=O)CC(C)C(=O)c1ccccc1O. As a reaction SMILES: [CH3:16][OH:17].[OH:1][c:2]1[c:3]([C:4](=[O:5])[CH:6]([CH2:7][C:8](=[O:9])[OH:10])[CH3:11])[cH:12][cH:13][cH:14][cH:15]1>>[OH:1][c:2]1[c:3]([C:4](=[O:5])[CH:6]([CH2:7][C:8](=[O:9])[O:10][CH3:16])[CH3:11])[cH:12][cH:13][cH:14][cH:15]1. Reactants: O1COCC1 (1,3-dioxolane), O1COCC1 (dioxolane), [Na+].[Cl-] (NaCl), CC1=CCC2C(C1)C2(C)C (carene), N1=CC=CC=C1 (pyridine). The reagents and catalysts are C[Re](=O)(=O)=O (methyl trioxorhenium). Run in OO (hydrogen peroxide). Reaction conditions: temperature 0 celsius, time 3 hour. The product is C1(C(=CC(CC1)C(C)C)O)(C)O ((+)-p-menth-2-ene-diol). Yield: 6.5%. RXN SMILES: [O:1]1[CH2:5][CH2:4][O:3]C1.CC1C[CH:11]2[C:13]([CH3:15])([CH3:14])[CH:10]2[CH2:9][CH:8]=1.N1C=CC=C[CH:17]=1.[Na+].[Cl-]>OO.C[Re](=O)(=O)=O>[C:5]1([OH:1])([CH3:17])[CH2:8][CH2:9][CH:10]([CH:13]([CH3:15])[CH3:14])[CH:11]=[C:4]1[OH:3] |f:3.4|. Procedure details: 100 mg methyl trioxorhenium was dissolved in 30% aqueous hydrogen peroxide (19 ml) and cooled to 0° C. internal in a 250 ml, 3-necked flask. A solution was separately prepared from 1,3-dioxolane (89 ml), the carene mixture (11 g), and pyridine (9 ml). This was also cooled to 0° C. internal. While stirring the cold aqueous solution vigorously, the cold dioxolane solution was added over 70 minutes, keeping the exothermic reaction at 0-5° C. After three hours, NaCl solution (20 ml) was added and th...